Dataset: the Open Reaction Database (ORD), a public repository of structured organic reaction records. Task: describe an organic reaction: reactants, conditions, products, and yield Starting materials: CC(C)OC(=O)N1CCC(CSc2ccc(Br)cc2)CC1, O=C([O-])[O-], CS(=O)(=O)c1ccc(B(O)O)cc1, COCCOC, [Na+], [Na+], Cl[Pd]Cl, c1ccc(P(c2ccccc2)c2ccccc2)cc1, c1ccc(P(c2ccccc2)c2ccccc2)cc1. The product is CC(C)OC(=O)N1CCC(CSc2ccc(-c3ccc(S(C)(=O)=O)cc3)cc2)CC1. As a reaction SMILES: [Br:1][c:2]1[cH:3][cH:4][c:5]([S:8][CH2:9][CH:10]2[CH2:11][CH2:12][N:13]([C:16](=[O:17])[O:18][CH:19]([CH3:20])[CH3:21])[CH2:14][CH2:15]2)[cH:6][cH:7]1.[C:35](=[O:36])([O-:37])[O-:38].[CH3:22][S:23](=[O:24])(=[O:25])[c:26]1[cH:27][cH:28][c:29]([B:32]([OH:33])[OH:34])[cH:30][cH:31]1.[CH3:41][O:42][CH2:43][CH2:44][O:45][CH3:46].[Na+:39].[Na+:40].[Pd:47]([Cl:48])[Cl:49].[c:50]1([P:51]([c:52]2[cH:53][cH:54][cH:55][cH:56][cH:57]2)[c:58]2[cH:59][cH:60][cH:61][cH:62][cH:63]2)[cH:64][cH:65][cH:66][cH:67][cH:68]1.[c:69]1([P:70]([c:71]2[cH:72][cH:73][cH:74][cH:75][cH:76]2)[c:77]2[cH:78][cH:79][cH:80][cH:81][cH:82]2)[cH:83][cH:84][cH:85][cH:86][cH:87]1>>[c:2]1(-[c:29]2[cH:28][cH:27][c:26]([S:23]([CH3:22])(=[O:24])=[O:25])[cH:31][cH:30]2)[cH:3][cH:4][c:5]([S:8][CH2:9][CH:10]2[CH2:11][CH2:12][N:13]([C:16](=[O:17])[O:18][CH:19]([CH3:20])[CH3:21])[CH2:14][CH2:15]2)[cH:6][cH:7]1. The reactants are FC1=C(C(=C(C(=C1OC([C@@H](NC(=O)OCC1=CC=CC=C1)CC1=CC=C(C=C1)OCC1=CC=CC=C1)=O)F)F)F)F (N-benzyloxycarbonyl-O-benzyl-L-tyrosine pentafluorophenyl ester), Cl.C1(=CC=CC=C1)CCCNC([C@H](N)CO)=O (N-(3-phenylpropyl)-D-serinamide hydrochloride), C(C)(C)N(CC)C(C)C (diisopropylethylamine). The solvent is O1CCCC1 (tetrahydrofuran). Yields the product C(C1=CC=CC=C1)OC(=O)N[C@@H](CC1=CC=C(C=C1)OCC1=CC=CC=C1)C(=O)N[C@H](CO)C(=O)NCCCC1=CC=CC=C1 ((N-benzyloxycarbonyl-O-benzyl-L-tyrosyl)-N-(3-phenylpropyl)-D-serinamide). The yield is 57.3%. Reaction SMILES: FC1C([O:8][C:9](=O)[C@H:10]([CH2:22][C:23]2[CH:28]=[CH:27][C:26]([O:29][CH2:30][C:31]3[CH:36]=[CH:35][CH:34]=[CH:33][CH:32]=3)=[CH:25][CH:24]=2)[NH:11][C:12]([O:14][CH2:15][C:16]2[CH:21]=[CH:20][CH:19]=[CH:18][CH:17]=2)=[O:13])=C(F)C(F)=C(F)C=1F.Cl.[C:43]1([CH2:49][CH2:50][CH2:51][NH:52][C:53](=[O:58])[C@@H:54]([CH2:56][OH:57])[NH2:55])[CH:48]=[CH:47][CH:46]=[CH:45][CH:44]=1.C(N(C(C)C)CC)(C)C>O1CCCC1>[CH2:15]([O:14][C:12]([NH:11][C@H:10]([C:9]([NH:55][C@@H:54]([C:53]([NH:52][CH2:51][CH2:50][CH2:49][C:43]1[CH:44]=[CH:45][CH:46]=[CH:47][CH:48]=1)=[O:58])[CH2:56][OH:57])=[O:8])[CH2:22][C:23]1[CH:24]=[CH:25][C:26]([O:29][CH2:30][C:31]2[CH:32]=[CH:33][CH:34]=[CH:35][CH:36]=2)=[CH:27][CH:28]=1)=[O:13])[C:16]1[CH:21]=[CH:20][CH:19]=[CH:18][CH:17]=1 |f:1.2|. Procedure: A solution of N-benzyloxycarbonyl-O-benzyl-L-tyrosine pentafluorophenyl ester (2.34 g.), N-(3-phenylpropyl)-D-serinamide hydrochloride (1.00 g.) and diisopropylethylamine (0.71 ml.) in tetrahydrofuran (25 ml.) was stirred at room temperature for one hour. The mixture was triturated with water, and the product was precipitated with hot ethyl acetate and recrystallized from ethyl acetate, affording (N-benzyloxycarbonyl-O-benzyl-L-tyrosyl)-N-(3-phenylpropyl)-D-serinamide (1.35 g., m.r. 175°-177° C.... Reactants: C(C1=CC=CC=C1)OC(=O)N1[C@@H](CCC1)CN(CC(C(C1=CC=CC=C1)C1=CC=CC=C1)=O)CC1=C(C=CC=C1)OC ((2S)-2-[[N-(2-Oxo-3,3-diphenylpropyl)-(2-methoxybenzyl)amino]methyl]pyrrolidine-1-carboxylic acid benzyl ester), Cl (hydrochloric acid). The reagents and catalysts are [Pd] (palladium—charcoal). The solvent is CO (methanol). Yields the product Cl.Cl.C(C1=CC=CC=C1)(C1=CC=CC=C1)C1CNC[C@H]2N1CCC2 ((8aS)-4-benzhydryloctahydropyrrolo[1,2-a]pyrazine dihydrochloride). RXN SMILES: C(OC([N:11]1[CH2:15][CH2:14][CH2:13][C@H:12]1[CH2:16][N:17](CC1C=CC=CC=1OC)[CH2:18][C:19](=O)[CH:20]([C:27]1[CH:32]=[CH:31][CH:30]=[CH:29][CH:28]=1)[C:21]1[CH:26]=[CH:25][CH:24]=[CH:23][CH:22]=1)=O)C1C=CC=CC=1.[ClH:43]>CO.[Pd]>[ClH:43].[ClH:43].[CH:20]([CH:19]1[N:11]2[CH2:15][CH2:14][CH2:13][C@H:12]2[CH2:16][NH:17][CH2:18]1)([C:27]1[CH:32]=[CH:31][CH:30]=[CH:29][CH:28]=1)[C:21]1[CH:26]=[CH:25][CH:24]=[CH:23][CH:22]=1 |f:4.5.6|. Procedure details: (2S)-2-[[N-(2-Oxo-3,3-diphenylpropyl)-(2-methoxybenzyl)amino]methyl]pyrrolidine-1-carboxylic acid benzyl ester (492 mg) was dissolved in a mixture of methanol (7.4 ml) and IN hydrochloric acid (0.5 ml), and the solution was hydrogenated over 10% palladium—charcoal (50% wet) (0.15 g) at room temperature under atmospheric pressure for 15 hours. After removal of the catalyst by filtration, the filtrate was evaporated under reduced pressure. The residue was partitioned between aqueous saturated sodi... The reactants are COCC(O)CN(Cc1ccccc1)CC(O)COC, CCOC(=O)N=NC(=O)OCC, C1CCOC1, O, c1ccc(P(c2ccccc2)c2ccccc2)cc1. Yields the product COCC1CN(Cc2ccccc2)CC(COC)O1. As a reaction SMILES: [CH2:32]([c:33]1[cH:34][cH:35][cH:36][cH:37][cH:38]1)[N:39]([CH2:40][CH:41]([CH2:42][O:43][CH3:44])[OH:45])[CH2:46][CH:47]([CH2:48][O:49][CH3:50])[OH:51].[O:20]=[C:21]([O:22][CH2:23][CH3:24])[N:25]=[N:26][C:27]([O:28][CH2:29][CH3:30])=[O:31].[O:53]1[CH2:54][CH2:55][CH2:56][CH2:57]1.[OH2:52].[c:1]1([P:2]([c:3]2[cH:4][cH:5][cH:6][cH:7][cH:8]2)[c:9]2[cH:10][cH:11][cH:12][cH:13][cH:14]2)[cH:15][cH:16][cH:17][cH:18][cH:19]1>>[CH2:32]([c:33]1[cH:34][cH:35][cH:36][cH:37][cH:38]1)[N:39]1[CH2:40][CH:41]([CH2:42][O:43][CH3:44])[O:51][CH:47]([CH2:48][O:49][CH3:50])[CH2:46]1. The reactants are [Al+3], O=Cc1nc2c(cc1Cl)OCCN2, O=Cc1nc2c(cc1Cl)OCC(=O)N2, Cl, Cl, [H-], [H-], [H-], [H-], [Li+], O=[N+]([O-])c1ccccn1, NC1CCN(CC2Cn3c(=O)ccc4ccc(=O)n2c43)CC1. Product: OCc1nc2c(cc1Cl)OCCN2. RXN SMILES: [Al+3:62].[Cl:25][c:26]1[cH:27][c:28]2[c:33]([n:34][c:35]1[CH:36]=[O:37])[NH:32][CH2:31][CH2:30][O:29]2.[Cl:47][c:48]1[c:49]([CH:50]=[O:51])[n:52][c:53]2[c:59]([cH:60]1)[O:58][CH2:57][C:55](=[O:56])[NH:54]2.[ClH:1].[ClH:2].[H-:61].[H-:64].[H-:65].[H-:66].[Li+:63].[N+:38]([c:39]1[cH:40][cH:41][cH:42][cH:43][n:44]1)([O-:45])=[O:46].[NH2:3][CH:4]1[CH2:5][CH2:6][N:7]([CH2:8][CH:9]2[n:10]3[c:11]4[n:12]([c:13](=[O:14])[cH:15][cH:16][c:17]4[cH:18][cH:19][c:20]3=[O:21])[CH2:22]2)[CH2:23][CH2:24]1>>[Cl:25][c:26]1[cH:27][c:28]2[c:33]([n:34][c:35]1[CH2:36][OH:37])[NH:32][CH2:31][CH2:30][O:29]2. Reactants: CC1=C(C(=O)C2=CC=C(C=C2)Cl)C=CC=C1[N+](=O)[O-] (2-methyl-3-nitro-4'-chloro-benzophenone), stannous chloride. Run in Cl (hydrochloric acid). Reaction conditions: temperature 62 celsius, time 2 hour. Product: CC1=C(C(=O)C2=CC=C(C=C2)Cl)C=CC=C1N (2-methyl-3-amino-4'-chloro-benzophenone). Isolated yield 57.5%. As a reaction SMILES: [CH3:1][C:2]1[C:16]([N+:17]([O-])=O)=[CH:15][CH:14]=[CH:13][C:3]=1[C:4]([C:6]1[CH:11]=[CH:10][C:9]([Cl:12])=[CH:8][CH:7]=1)=[O:5]>Cl>[CH3:1][C:2]1[C:16]([NH2:17])=[CH:15][CH:14]=[CH:13][C:3]=1[C:4]([C:6]1[CH:7]=[CH:8][C:9]([Cl:12])=[CH:10][CH:11]=1)=[O:5]. Procedure details: A mixture of 3,750 ml of hydrochloric acid, 134 g of 2-methyl-3-nitro-4'-chloro-benzophenone and 536 g of stannous chloride was heated at 62°C for 6 hours and was then cooled to 5°C and held therefor 1 hour. The mixture was vacuum filtered and the precipitate was washed with hydrochloric acid and dried under reduced pressure. The residue was stirred for 2 hours at room temperature with 1,300 ml of water, 1,000 ml of 2N sodium hydroxide and 230 ml of ether and the mixture was then extracted with ... The reactants are CCCBr (n-propyl bromide), [Mg] (magnesium), Cl[Si@@H]1CC[C@H](CC1)CCC1=CC=C(C=C1)C1=CC=C(C=C1)F (4-[2-(trans-4-chloro-4-silacyclohexyl)ethyl]-4'-fluorobiphenyl). Run in O1CCCC1 (THF), O1CCCC1 (THF), O1CCCC1 (tetrahydrofuran). Product: C(CC)[Si@@H]1CC[C@H](CC1)CCC1=CC=C(C=C1)C1=CC=C(C=C1)F (4-[2-(trans-4-n-propyl-4-silacyclohexyl) ethyl]-4'-fluorobiphenyl). Isolated yield 90.0%. RXN SMILES: [CH3:1][CH2:2][CH2:3]Br.[Mg].Cl[Si@H:7]1[CH2:12][CH2:11][C@H:10]([CH2:13][CH2:14][C:15]2[CH:20]=[CH:19][C:18]([C:21]3[CH:26]=[CH:25][C:24]([F:27])=[CH:23][CH:22]=3)=[CH:17][CH:16]=2)[CH2:9][CH2:8]1>O1CCCC1>[CH2:3]([Si@H:7]1[CH2:12][CH2:11][C@H:10]([CH2:13][CH2:14][C:15]2[CH:20]=[CH:19][C:18]([C:21]3[CH:22]=[CH:23][C:24]([F:27])=[CH:25][CH:26]=3)=[CH:17][CH:16]=2)[CH2:9][CH2:8]1)[CH2:2][CH3:1]. Procedure: 2.5 g (20 mmol) of n-propyl bromide was dripped into a mixture of 0.5 g (21 mmol) of magnesium and 50 ml of tetrahydrofuran (hereafter abbreviated as "THF") to obtain a Grignard's reagent. This solution was then dripped into a 50 ml THF solution of 6.7 g (20 mmol) of 4-[2-(trans-4-chloro-4-silacyclohexyl)ethyl]-4'-fluorobiphenyl to obtain 4-[2-(trans-4-n-propyl-4-silacyclohexyl) ethyl]-4'-fluorobiphenyl. The silacyclohexane rings of this product were a mixture of trans isomers and cis isomers. A...